This data is from the Open Reaction Database (ORD), a public repository of structured organic reaction records. The task is: describe an organic reaction: reactants, conditions, products, and yield The reactants are CO, COC(=O)CCCCc1noc(-c2ccccc2OC)n1, [Na+], [OH-]. The product is COc1ccccc1-c1nc(CCCCC(=O)O)no1. Reaction SMILES: [CH3:24][OH:25].[CH3:3][O:4][c:5]1[c:6](-[c:11]2[n:12][c:13]([CH2:16][CH2:17][CH2:18][CH2:19][C:20](=[O:21])[O:22][CH3:23])[n:14][o:15]2)[cH:7][cH:8][cH:9][cH:10]1.[Na+:2].[OH-:1]>>[CH3:3][O:4][c:5]1[c:6](-[c:11]2[n:12][c:13]([CH2:16][CH2:17][CH2:18][CH2:19][C:20](=[O:21])[OH:22])[n:14][o:15]2)[cH:7][cH:8][cH:9][cH:10]1. Starting materials: CCOC(C)=O, [H][H], O=C1c2ccc(Cl)cc2C(=O)N1c1ccc([N+](=O)[O-])cc1Cl. Yields the product Nc1ccc(N2C(=O)c3ccc(Cl)cc3C2=O)c(Cl)c1. Reaction SMILES: [CH3:25][CH2:26][O:27][C:28](=[O:29])[CH3:30].[H:23][H:24].[N+:1]([O-:2])(=[O:3])[c:4]1[cH:5][c:6]([Cl:22])[c:7]([N:10]2[C:11](=[O:21])[c:12]3[c:13]([cH:16][c:17]([Cl:20])[cH:18][cH:19]3)[C:14]2=[O:15])[cH:8][cH:9]1>>[NH2:1][c:4]1[cH:5][c:6]([Cl:22])[c:7]([N:10]2[C:11](=[O:21])[c:12]3[c:13]([cH:16][c:17]([Cl:20])[cH:18][cH:19]3)[C:14]2=[O:15])[cH:8][cH:9]1. The reactants are Cc1cn(-c2ccccc2Cl)c2c1C(=O)N(N1CCCCC1)CC2, O=C1CCC(=O)N1Br, CN(C)C=O, O. Yields the product Cc1c2c(n(-c3ccccc3Cl)c1Br)CCN(N1CCCCC1)C2=O. As a reaction SMILES: [Cl:1][c:2]1[c:3](-[n:8]2[cH:9][c:10]([CH3:24])[c:11]3[c:16]2[CH2:15][CH2:14][N:13]([N:17]2[CH2:18][CH2:19][CH2:20][CH2:21][CH2:22]2)[C:12]3=[O:23])[cH:4][cH:5][cH:6][cH:7]1.[O:25]=[C:26]1[N:27]([Br:32])[C:28](=[O:29])[CH2:30][CH2:31]1.[O:34]=[CH:35][N:36]([CH3:37])[CH3:38].[OH2:33]>>[Cl:1][c:2]1[c:3](-[n:8]2[c:9]([Br:32])[c:10]([CH3:24])[c:11]3[c:16]2[CH2:15][CH2:14][N:13]([N:17]2[CH2:18][CH2:19][CH2:20][CH2:21][CH2:22]2)[C:12]3=[O:23])[cH:4][cH:5][cH:6][cH:7]1. Reactants: O=C(n1ccnc1)n1ccnc1, CC(C)CN, CCOC(C)=O, ClCCl, O=C(O)c1cccnc1SCCS(=O)(=O)c1ccccc1. Yields the product CC(C)CNC(=O)c1cccnc1SCCS(=O)(=O)c1ccccc1. As a reaction SMILES: [C:1]([n:2]1[cH:3][cH:4][n:5][cH:6]1)([n:7]1[cH:8][cH:9][n:10][cH:11]1)=[O:12].[CH2:34]([CH:35]([CH3:36])[CH3:37])[NH2:38].[CH3:42][CH2:43][O:44][C:45](=[O:46])[CH3:47].[Cl:39][CH2:40][Cl:41].[c:13]1([S:19](=[O:20])(=[O:21])[CH2:22][CH2:23][S:24][c:25]2[c:26]([C:27](=[O:28])[OH:29])[cH:30][cH:31][cH:32][n:33]2)[cH:14][cH:15][cH:16][cH:17][cH:18]1>>[c:13]1([S:19](=[O:20])(=[O:21])[CH2:22][CH2:23][S:24][c:25]2[c:26]([C:27](=[O:29])[NH:38][CH2:34][CH:35]([CH3:36])[CH3:37])[cH:30][cH:31][cH:32][n:33]2)[cH:14][cH:15][cH:16][cH:17][cH:18]1. Starting materials: [Mg] (magnesium), C(CCCC)[C@@H]1CC[C@H](CC1)C=1C(CCCC1)=O (trans-4-pentylcyclohexylcyclohexenone), Grignard reagent, FC(C1=CC=C(C=C1)Br)(F)F (4-trifluoromethylbromobenzene), C(C)OCC (diethyl ether), Grignard reagent, Cl (hydrochloric acid). Product: C(CCCC)[C@@H]1CC[C@H](CC1)C1=CCC(CC1)(O)C1=CC=C(C=C1)C(F)(F)F (1-(trans-4-pentylcyclohexyl)-4-(4-trifluoromethylphenyl)-4-hydroxycyclohexene). Reaction SMILES: [F:1][C:2]([F:11])([F:10])[C:3]1[CH:8]=[CH:7][C:6](Br)=[CH:5][CH:4]=1.[Mg].[CH2:13]([C@H:18]1[CH2:23][CH2:22][C@H:21]([C:24]2[C:25](=O)[CH2:26][CH2:27][CH2:28][CH:29]=2)[CH2:20][CH2:19]1)[CH2:14][CH2:15][CH2:16][CH3:17].Cl.C([O:34]CC)C>>[CH2:13]([C@H:18]1[CH2:23][CH2:22][C@H:21]([C:24]2[CH2:25][CH2:26][C:27]([C:6]3[CH:7]=[CH:8][C:3]([C:2]([F:11])([F:10])[F:1])=[CH:4][CH:5]=3)([OH:34])[CH2:28][CH:29]=2)[CH2:20][CH2:19]1)[CH2:14][CH2:15][CH2:16][CH3:17]. Procedure details: A solution of 6.9 g of 4-trifluoromethylbromobenzene in 30 ml of anhydrous diethyl ether was added dropwise under stirring at 10°-15° C. to 0.66 g of magnesium metal powder, followed by reaction at room temperature for 1 hour so that a Grignard reagent was formed. After 5 g of trans-4-pentylcyclohexylcyclohexenone were added under stirring at -10° to 0° C. to the thus-formed Grignard reagent, they were reacted at room temperature for additional 1 hour. After the completion of the reaction, dilut... The reactants are B(Br)(Br)Br (boron tribromide), N1(C=NC=C1)N(C1=CC=C(C=C1)OC)CC1=CC=C(C#N)C=C1 (4-[N-(1H-imidazol-1-yl)-N-(4 methoxyphenyl)amino]methylbenzonitrile), C(=O)(O)[O-].[Na+] (NaHCO3). Solvent: ClCCl (dichloromethane). Yields the product OC1=CC=C(C=C1)N(N1C=NC=C1)CC1=CC=C(C#N)C=C1 (4-[N-(4-hydroxyphenyl)-N-(1H-imidazol-1-yl)amino]methylbenzonitrile). Isolated yield 91.2%. As a reaction SMILES: B(Br)(Br)Br.[N:5]1([N:10]([CH2:19][C:20]2[CH:27]=[CH:26][C:23]([C:24]#[N:25])=[CH:22][CH:21]=2)[C:11]2[CH:16]=[CH:15][C:14]([O:17]C)=[CH:13][CH:12]=2)[CH:9]=[CH:8][N:7]=[CH:6]1.C([O-])(O)=O.[Na+]>ClCCl>[OH:17][C:14]1[CH:13]=[CH:12][C:11]([N:10]([CH2:19][C:20]2[CH:21]=[CH:22][C:23]([C:24]#[N:25])=[CH:26][CH:27]=2)[N:5]2[CH:9]=[CH:8][N:7]=[CH:6]2)=[CH:16][CH:15]=1 |f:2.3|. Procedure: A solution of boron tribromide (60 ml, 60.00 mmol) in 20 ml of dichloromethane is added to a cold (0-5° C.) solution of 4-[N-(1H-imidazol-1-yl)-N-(4 methoxyphenyl)amino]methylbenzonitrile (4.60 g, 15.11 mmol). After 1 h at room temperature the mixture was hydrolysed with saturated aqueous NaHCO3, filtered, washed with water (50 ml) and with dichloromethane (20 ml) to give a brown solid (4.00 g). Crystallization from acetone yielded a brown solid (3.00 g, 68%) mp: 150° C. Starting materials: Cl.NO (hydroxylamine hydrochloride), O=C1C2=C(OC3=NC=CC=C31)C=CC(=C2)C=O (5-oxo-5H-[1]benzopyrano[2,3-b]pyridine-7-carbaldehyde). Run in N1=CC=CC=C1 (pyridine). Reaction conditions: temperature 80 celsius, time 1 hour. Product: O=C1C2=C(OC3=NC=CC=C31)C=CC(=C2)C=NO (5-oxo-5H-[1]benzopyrano[2,3-b]pyridine-7-carbaldehyde oxime). RXN SMILES: Cl.[NH2:2][OH:3].[O:4]=[C:5]1[C:14]2[C:9](=[N:10][CH:11]=[CH:12][CH:13]=2)[O:8][C:7]2[CH:15]=[CH:16][C:17]([CH:19]=O)=[CH:18][C:6]1=2>N1C=CC=CC=1>[O:4]=[C:5]1[C:14]2[C:9](=[N:10][CH:11]=[CH:12][CH:13]=2)[O:8][C:7]2[CH:15]=[CH:16][C:17]([CH:19]=[N:2][OH:3])=[CH:18][C:6]1=2 |f:0.1|. Procedure: 11 g of hydroxylamine hydrochloride is added to a suspension of 30 g of 5-oxo-5H-[1]benzopyrano[2,3-b]pyridine-7-carbaldehyde in 600 ml of pyridine, and the mixture is vigorously stirred at 80°C for 1 hour. After cooling, the crystals are filtered off, washed with water, and dried to give crude 5-oxo-5H-[1]benzopyrano[2,3-b]pyridine-7-carbaldehyde oxime melting at 254°-256°C with decomposition.